Dataset: the Open Reaction Database (ORD), a public repository of structured organic reaction records. Task: describe an organic reaction: reactants, conditions, products, and yield Reactants: ClC=1C=CC2=C(C(=C(O2)C(=O)O)OC(C)C)C1 (5-chloro-3-(1-methylethoxy)-2-benzofurancarboxylic acid), C(=O)(N1C=NC=C1)N1C=NC=C1 (1,1'-carbonyldiimidazole), [OH-].[NH4+] (ammonium hydroxide). Run in C(C)(=O)OCC (ethyl acetate), O1CCCC1 (tetrahydrofuran). Conditions: time 8 hour. The product is ClC=1C=CC2=C(C(=C(O2)C(=O)N)OC(C)C)C1 (5-chloro-3-(1-methylethoxy)-2-benzofurancarboxamide). The yield is 84.0%. Reaction SMILES: [Cl:1][C:2]1[CH:3]=[CH:4][C:5]2[O:9][C:8]([C:10](O)=[O:11])=[C:7]([O:13][CH:14]([CH3:16])[CH3:15])[C:6]=2[CH:17]=1.C(N1C=CN=C1)([N:20]1C=CN=C1)=O.[OH-].[NH4+]>O1CCCC1.C(OCC)(=O)C>[Cl:1][C:2]1[CH:3]=[CH:4][C:5]2[O:9][C:8]([C:10]([NH2:20])=[O:11])=[C:7]([O:13][CH:14]([CH3:16])[CH3:15])[C:6]=2[CH:17]=1 |f:2.3|. Reported procedure: To 5-chloro-3-(1-methylethoxy)-2-benzofurancarboxylic acid (200 mg, 0.79 mmol) in 5 mL of dry tetrahydrofuran is added 1,1'-carbonyldiimidazole (167 mg, 1.03 mmol). The reaction solution is heated at reflux for 1 hour then cooled to room temperature. Aqueous ammonium hydroxide (3 mL) is added and the reaction mixture is stirred at room temperature overnight. The reaction is diluted with ethyl acetate and washed with 1N HCl, saturated aqueous sodium bicarbonate, and brine. The organic phase is dr... The reactants are C(C)OC1=C(C(=C(C=C1)C1=C(C(=CC=C1)F)F)F)F (4-Ethoxy-2,2′,3,3′-tetrafluoro-1,1′-biphenyl), Cl (HCl), C(C)(=O)OCC (ethyl acetate), C(C)(CC)[Li] (sec-Butyllithium). The solvent is C1CCOC1 (THF), CN(C=O)C (N,N-Dimethylformamide), C1CCOC1 (THF). Reaction conditions: time 2 hour. The product is C(C)OC1=C(C(=C(C=C1)C1=C(C(=C(C=C1)C=O)F)F)F)F (4′-ethoxy-2,2′,3,3′-tetrafluoro-1,1′-biphenyl-4-carboxaldehyde). RXN SMILES: [CH2:1]([O:3][C:4]1[CH:9]=[CH:8][C:7]([C:10]2[CH:15]=[CH:14][CH:13]=[C:12]([F:16])[C:11]=2[F:17])=[C:6]([F:18])[C:5]=1[F:19])[CH3:2].C([Li])(CC)C.Cl.[C:26](OCC)(=[O:28])C>C1COCC1.CN(C)C=O>[CH2:1]([O:3][C:4]1[CH:9]=[CH:8][C:7]([C:10]2[CH:15]=[CH:14][C:13]([CH:26]=[O:28])=[C:12]([F:16])[C:11]=2[F:17])=[C:6]([F:18])[C:5]=1[F:19])[CH3:2]. Reported procedure: 4-Ethoxy-2,2′,3,3′-tetrafluoro-1,1′-biphenyl (s-7) (28.0 g) and THF (500 ml) were placed in a reaction vessel under an atmosphere of nitrogen, and cooled to −74° C. sec-Butyllithium (1.00M; n-hexane and cyclohexane solution; 109 ml) was added dropwise in the temperature range of −74° C. to −70° C., and the stirring was continued for another 2 hours. N,N-Dimethylformamide (8.0 g) in a THF (200 ml) solution was added dropwise in the temperature range of −75° C. to −70° C., and the stirring was con... Starting materials: C(C)(C)(C)OC(=O)N1[C@@H](CC(C1)=NOC)C(=O)O ((2S,4EZ)-1-(tert-butoxycarbonyl)-4-(methoxyimino)-2-pyrrolidinecarboxylic acid), C1(=CC=C(C=C1)C(=O)Cl)C1=CC=CC=C1 ([1,1′-biphenyl]-4-carbonyl chloride), N[C@@H]1[C@@H]([C@H]2C=C[C@@H]1C2)C(=O)N ((1R,2R,3S,4S)-3-aminobicyclo[2.2.1]hept-5-ene-2-carboxamide). Product: NC(=O)[C@H]1[C@H]([C@@H]2C=C[C@H]1C2)NC(=O)[C@H]2N(CC(C2)=NOC)C(=O)C2=CC=C(C=C2)C2=CC=CC=C2 ((2S,4EZ)-N-[(1S,2S,3R,4R)-3-(aminocarbonyl)bicyclo[2.2.1]hept-5-en-2-yl]-1-([1,1′-biphenyl]-4-ylcarbonyl)-4-(methoxyimino)-2-pyrrolidinecarboxamide). RXN SMILES: C(O[C:6]([N:8]1[CH2:12][C:11](=[N:13][O:14][CH3:15])[CH2:10][C@H:9]1[C:16]([OH:18])=O)=[O:7])(C)(C)C.[C:19]1([C:28]2[CH:33]=[CH:32][CH:31]=[CH:30][CH:29]=2)[CH:24]=[CH:23][C:22](C(Cl)=O)=[CH:21][CH:20]=1.[NH2:34][C@H:35]1[C@H:40]2[CH2:41][C@H:37]([CH:38]=[CH:39]2)[C@H:36]1[C:42]([NH2:44])=[O:43]>>[NH2:44][C:42]([C@@H:36]1[C@@H:37]2[CH2:41][C@@H:40]([CH:39]=[CH:38]2)[C@@H:35]1[NH:34][C:16]([C@@H:9]1[CH2:10][C:11](=[N:13][O:14][CH3:15])[CH2:12][N:8]1[C:6]([C:31]1[CH:30]=[CH:29][C:28]([C:19]2[CH:20]=[CH:21][CH:22]=[CH:23][CH:24]=2)=[CH:33][CH:32]=1)=[O:7])=[O:18])=[O:43]. Reported procedure: Following the general method as outlined in Example 22, starting from (2S,4EZ)-1-(tert-butoxycarbonyl)-4-(methoxyimino)-2-pyrrolidinecarboxylic acid, [1,1′-biphenyl]-4-carbonyl chloride, and (1R,2R,3S,4S)-3-aminobicyclo[2.2.1]hept-5-ene-2-carboxamide, the title compound was obtained in 78% purity by HPLC. MS(ESI+): m/z=473. Starting materials: S(=O)(=O)([O-])[O-].[Mg+2] (magnesium sulfate), C(C)(C)NC(C)C (diisopropylamine), C(C(O)C)#N (lactonitrile). Solvent: C(C)OCC (Diethyl ether). Conditions: temperature 51 celsius, time 8 hour. Product: C(C)(C)N(C(C#N)C)C(C)C (2-(Diisopropylamino)propionitrile). Isolated yield 75.0%. RXN SMILES: S([O-])([O-])(=O)=O.[Mg+2].[CH:7]([NH:10][CH:11]([CH3:13])[CH3:12])([CH3:9])[CH3:8].[C:14](#[N:18])[CH:15]([CH3:17])O>C(OCC)C>[CH:7]([N:10]([CH:11]([CH3:13])[CH3:12])[CH:15]([CH3:17])[C:14]#[N:18])([CH3:9])[CH3:8] |f:0.1|. Reported procedure: Anhydrous magnesium sulfate (12.04 g, 0.1 mol) was added to diisopropylamine (12.14 g, 0.12 mol), followed by lactonitrile (7.73 g of 92% aqueous solution, 0.1 mol) added all at once with stirring. The reaction mixture spontaneously warmed up to 51° C. It was left overnight at room temperature. Diethyl ether (50 ml) was added, and magnesium sulfate was filtered off and washed with ether (50 ml). The product was isolated by distillation, 11.57 g, 75% yield, bp 49°-50° C./0.1 mm Hg. 1H NMR CDCl3 δ...